This data is from the Open Reaction Database (ORD), a public repository of structured organic reaction records. The task is: describe an organic reaction: reactants, conditions, products, and yield Yields the product FC1=CC=C(C=C1)NC(=O)C=1C=C(C=C2C(=NC(=NC12)NC1=CC(=C(C=C1)F)C(F)(F)F)O)[N+](=O)[O-] (N-(4-Fluorophenyl)-2-(4-fluoro-3-trifluoromethylphenylamino)-4-hydroxy-6-nitroquinazoline-8-carboxamide). As a reaction SMILES: [F:1][C:2]1[CH:7]=[CH:6][C:5]([NH:8][C:9]([C:11]2[CH:12]=[C:13]([N+:23]([O-:25])=[O:24])[CH:14]=[C:15]3[C:20]=2[N:19]=[C:18](Cl)[N:17]=[C:16]3[OH:22])=[O:10])=[CH:4][CH:3]=1.[F:26][C:27]1[CH:33]=[CH:32][C:30]([NH2:31])=[CH:29][C:28]=1[C:34]([F:37])([F:36])[F:35]>CN1CCCC1=O.O>[F:1][C:2]1[CH:7]=[CH:6][C:5]([NH:8][C:9]([C:11]2[CH:12]=[C:13]([N+:23]([O-:25])=[O:24])[CH:14]=[C:15]3[C:20]=2[N:19]=[C:18]([NH:31][C:30]2[CH:32]=[CH:33][C:27]([F:26])=[C:28]([C:34]([F:37])([F:35])[F:36])[CH:29]=2)[N:17]=[C:16]3[OH:22])=[O:10])=[CH:4][CH:3]=1. Reported procedure: To a solution of N-(4-fluorophenyl)-2-chloro-4-hydroxy-6-nitroquinazoline-8-carboxamide (0.050 g) in 1-methyl-2-pyrrolidinone (1 mL) was added 4-fluoro-3-(trifluoromethyl)aniline (0.053 mL). The reaction mixture was heated at 130° C. for 4.5 h, then cooled to room temperature and diluted with water. The resulting mixture was cooled at 5° C. for 3 h and the precipitate which formed was isolated by filtration, washed with water and dried to afford the title compound as a grey solid (0.054 g). 1H N... Run in O (water), CN1C(CCC1)=O (1-methyl-2-pyrrolidinone). Run at temperature 130 celsius. Starting materials: FC1=CC=C(C=C1)NC(=O)C=1C=C(C=C2C(=NC(=NC12)Cl)O)[N+](=O)[O-] (N-(4-fluorophenyl)-2-chloro-4-hydroxy-6-nitroquinazoline-8-carboxamide), FC1=C(C=C(N)C=C1)C(F)(F)F (4-fluoro-3-(trifluoromethyl)aniline). Starting materials: C1(=CC=CC=C1)C1(CCC2(OCCO2)CC1)N1CCCC1 (1-(8-phenyl-1,4-dioxaspiro[4.5]decan-8-yl)pyrrolidine), CN(C1(CCC2(CCNCC2)CC1)C1=CC=CC=C1)C (N,N-dimethyl-9-phenyl-3-azaspiro[5.5]undecan-9-amine). Yields the product C1(=CC=CC=C1)C1(CCC(CC1)=O)N1CCCC1 (4-Phenyl-4-(pyrrolidin-1-yl)cyclohexanone). Yield: 80.0%. RXN SMILES: [C:1]1([C:7]2([N:17]3[CH2:21][CH2:20][CH2:19][CH2:18]3)[CH2:16][CH2:15][C:10]3(OCC[O:11]3)[CH2:9][CH2:8]2)[CH:6]=[CH:5][CH:4]=[CH:3][CH:2]=1.CN(C)C1(C2C=CC=CC=2)CCC2(CCNCC2)CC1>>[C:1]1([C:7]2([N:17]3[CH2:21][CH2:20][CH2:19][CH2:18]3)[CH2:8][CH2:9][C:10](=[O:11])[CH2:15][CH2:16]2)[CH:2]=[CH:3][CH:4]=[CH:5][CH:6]=1. Reported procedure: The reaction was performed starting from 1-(8-phenyl-1,4-dioxaspiro[4.5]decan-8-yl)pyrrolidine in an analogous manner to stage 2 amine (A1). Yield: 80% Starting materials: N (ammonia), O=O (oxygen), CCC.CC(C)C (propane isobutane). The product is C(C=C)#N.C(C(=C)C)#N (acrylonitrile methacrylonitrile). Reaction SMILES: [NH3:1].O=O.[CH3:4][CH2:5][CH3:6].[CH3:7][CH:8]([CH3:10])[CH3:9]>>[C:4](#[N:1])[CH:5]=[CH2:6].[C:7](#[N:1])[C:8]([CH3:10])=[CH2:9] |f:2.3,4.5|. Procedure details: It is the primary object of the present invention to provide the process for the recovery or regeneration of ammonia contained in the effluent from a reactor zone where an ammonia, oxygen and propane/isobutane are reacted to produce acrylonitrile/methacrylonitrile. The reactants are C1COCCO1, CCOC(=O)C(C)c1ccc(C=C2CCSC2=O)cc1, O, O=S(=O)(O)O. Product: CC(C(=O)O)c1ccc(C=C2CCSC2=O)cc1. As a reaction SMILES: [CH2:27]1[O:28][CH2:29][CH2:30][O:31][CH2:32]1.[O:1]=[C:2]1[S:3][CH2:4][CH2:5][C:6]1=[CH:7][c:8]1[cH:9][cH:10][c:11]([CH:14]([C:15](=[O:16])[O:17][CH2:18][CH3:19])[CH3:20])[cH:12][cH:13]1.[OH2:26].[S:21](=[O:22])(=[O:23])([OH:24])[OH:25]>>[O:1]=[C:2]1[S:3][CH2:4][CH2:5][C:6]1=[CH:7][c:8]1[cH:9][cH:10][c:11]([CH:14]([C:15](=[O:16])[OH:17])[CH3:20])[cH:12][cH:13]1. Starting materials: COCCN1N=C(C=C1)N (1-(2-methoxy-ethyl)-1H-pyrazol-3-ylamine), N1=C(C=CC=C1C)C (2,6-lutidine), C1(CCCC1)C[C@@H](C(=O)Cl)C1=CC(=C(C=C1)S(=O)(=O)C)C (3-cyclopentyl-2(R)-(4-methanesulfonyl-3-methyl-phenyl)-propionyl chloride). The solvent is C(Cl)Cl (methylene chloride), C(Cl)Cl (methylene chloride). Run at temperature 0 celsius, time 16 hour. The product is C1(CCCC1)C[C@@H](C(=O)NC1=NN(C=C1)CCOC)C1=CC(=C(C=C1)S(=O)(=O)C)C (3-cyclopentyl-2(R)-(4-methanesulfonyl-3-methyl-phenyl)-N-[1-(2-methoxy-ethyl)-1H-pyrazol-3-yl]-propionamide). Yield: 65.0%. As a reaction SMILES: [CH3:1][O:2][CH2:3][CH2:4][N:5]1[CH:9]=[CH:8][C:7]([NH2:10])=[N:6]1.N1C(C)=CC=CC=1C.[CH:19]1([CH2:24][C@H:25]([C:29]2[CH:34]=[CH:33][C:32]([S:35]([CH3:38])(=[O:37])=[O:36])=[C:31]([CH3:39])[CH:30]=2)[C:26](Cl)=[O:27])[CH2:23][CH2:22][CH2:21][CH2:20]1>C(Cl)Cl>[CH:19]1([CH2:24][C@H:25]([C:29]2[CH:34]=[CH:33][C:32]([S:35]([CH3:38])(=[O:37])=[O:36])=[C:31]([CH3:39])[CH:30]=2)[C:26]([NH:10][C:7]2[CH:8]=[CH:9][N:5]([CH2:4][CH2:3][O:2][CH3:1])[N:6]=2)=[O:27])[CH2:23][CH2:22][CH2:21][CH2:20]1. Procedure details: In a round bottom flask was placed 1-(2-methoxy-ethyl)-1H-pyrazol-3-ylamine (prepared in Example 72, 30 mg, 0.21 mmol), 2,6-lutidine (34 μL, 0.29 mmol) and methylene chloride (5 mL). This solution was then cooled to 0° C. and to it was added dropwise a solution of 3-cyclopentyl-2(R)-(4-methanesulfonyl-3-methyl-phenyl)-propionyl chloride in methylene chloride (0.096 M solution, 2 mL, 0.19 mmol). The reaction was then allowed to warm up to 25° C. and stirred for 16 h. After this time the reaction ... Starting materials: COC(C)C=1C=C(N)C=CC1 (3-(1-methoxyeth-1-yl)aniline), COC(C)C=1C=C(N)C=CC1 (3-(1-methoxyeth-1-yl)aniline), [H][H] (hydrogen), [H][H] (hydrogen). Reagents/catalysts: [Pt] (platinum on carbon). Solvent: C(C)C(=O)C (methyl ethyl ketone). Reaction conditions: temperature 95 celsius. Yields the product C(C)(CC)NC1=CC(=CC=C1)C(C)OC (N-sec-butyl 3-(1-methoxyeth-1-yl)aniline). The yield is 572.6%. RXN SMILES: [CH3:1][O:2][CH:3]([C:5]1[CH:6]=[C:7]([CH:9]=[CH:10][CH:11]=1)[NH2:8])[CH3:4].[H][H]>[Pt].C(C(C)=O)C>[CH:3]([NH:8][C:7]1[CH:9]=[CH:10][CH:11]=[C:5]([CH:3]([O:2][CH3:1])[CH3:4])[CH:6]=1)([CH2:5][CH3:11])[CH3:4]. Procedure: A 300-cubic centimeter capacity stirred autoclave equipped with a heating mantle and sample port was charged with 3.02 grams (0.02 mole) of the 3-(1-methoxyeth-1-yl)aniline prepared in paragraph (b) of Example IV and 0.6 gram of 5 percent platinum on carbon hydrogenation catalyst in 200 milliliters of methyl ethyl ketone. The autoclave was then sealed, the air driven stirrer turned on, and the temperature was brought up to and maintained at about 95° C. The autoclave was then charged with hydrog...